Task: describe an organic reaction: reactants, conditions, products, and yield. Dataset: the Open Reaction Database (ORD), a public repository of structured organic reaction records The reactants are C([O-])([O-])=O.[K+].[K+] (potassium carbonate), COC=1C=C(C=CC1[N+](=O)[O-])C1=CCCNC1 (5-[3-(methyloxy)-4-nitrophenyl]-1,2,3,6-tetrahydropyridine), IC(C)C (2-iodopropane). Solvent: C(C)#N (acetonitrile). Conditions: temperature 85 celsius, time 8 hour. The product is CC(C)N1CCC=C(C1)C1=CC(=C(C=C1)[N+](=O)[O-])OC (1-(1-methylethyl)-5-[3-(methyloxy)-4-nitrophenyl]-1,2,3,6-tetrahydropyridine). Isolated yield 79.3%. RXN SMILES: C(=O)([O-])[O-].[K+].[K+].[CH3:7][O:8][C:9]1[CH:10]=[C:11]([C:18]2[CH2:23][NH:22][CH2:21][CH2:20][CH:19]=2)[CH:12]=[CH:13][C:14]=1[N+:15]([O-:17])=[O:16].I[CH:25]([CH3:27])[CH3:26]>C(#N)C>[CH3:26][CH:25]([N:22]1[CH2:23][C:18]([C:11]2[CH:12]=[CH:13][C:14]([N+:15]([O-:17])=[O:16])=[C:9]([O:8][CH3:7])[CH:10]=2)=[CH:19][CH2:20][CH2:21]1)[CH3:27] |f:0.1.2|. Procedure: To a pressure vessel containing acetonitrile (40 mL) and potassium carbonate (4.0 g, 29.2 mmol) was added 5-[3-(methyloxy)-4-nitrophenyl]-1,2,3,6-tetrahydropyridine (1.7 g, 7.3 mmol) and 2-iodopropane (1.85 g, 10.9 mmol). The reaction was stirred at 85° C. overnight. After removal of the solvent under reduced pressure the residue was diluted with ethyl acetate (30 mL) and washed with water (40 mL). After partitioning and extraction of the aqueous layer (Ethyl acetate 2×15 mL), the organic layer ...